The task is: describe an organic reaction: reactants, conditions, products, and yield. This data is from the Open Reaction Database (ORD), a public repository of structured organic reaction records. Reactants: C(C)(C)(C)OC(NC1=NC(=C(C(=C1)Cl)C#N)Cl)=O (tert-butyl(4,6-dichloro-5-cyanopyridin-2-yl)carbamate), C(=O)(C(F)(F)F)O (TFA). Procedure: To a solution of tert-butyl(4,6-dichloro-5-cyanopyridin-2-yl)carbamate (2.1 g, 7.2 mmol) in dichloromethane (30.0 mL) was added TFA (3.0 mL) at 0° C. and stirred at the room temperature for 3 h. After confirming the completion of starting material by TLC, the reaction mixture was concentrated and the crude product was purified by column chromatography (dichloromethane:methanol=9:1) to afford titled compound. 1H NMR (ppm, 400 MHz, DMSO-d6): δ 7.81 (bs, 2H), 6.59 (s, 1H), MS ES calc'd. for C6H3C12... RXN SMILES: C(OC(=O)[NH:7][C:8]1[CH:13]=[C:12]([Cl:14])[C:11]([C:15]#[N:16])=[C:10]([Cl:17])[N:9]=1)(C)(C)C.C(O)(C(F)(F)F)=O>ClCCl>[NH2:7][C:8]1[CH:13]=[C:12]([Cl:14])[C:11]([C:15]#[N:16])=[C:10]([Cl:17])[N:9]=1. Yields the product NC1=NC(=C(C#N)C(=C1)Cl)Cl (6-amino-2,4-dichloronicotinonitrile). The solvent is ClCCl (dichloromethane). Reaction conditions: time 3 hour. Starting materials: CI (MeI), [Li+].CC(C)[N-]C(C)C (LDA), BrC1=CC(=C(C(=O)O)C=C1)C (4-bromo-2-methylbenzoic acid). Solvent: C1CCOC1 (THF), C1CCOC1 (THF). Reaction conditions: temperature 0 celsius, time 1 hour. Product: BrC1=CC(=C(C(=O)O)C=C1)CC (4-bromo-2-ethylbenzoic acid). Reaction SMILES: [Li+].CC([N-][CH:6]([CH3:8])[CH3:7])C.[Br:9][C:10]1[CH:18]=C[C:13]([C:14]([OH:16])=[O:15])=[C:12](C)[CH:11]=1.CI>C1COCC1>[Br:9][C:10]1[CH:11]=[CH:12][C:13]([C:14]([OH:16])=[O:15])=[C:8]([CH2:6][CH3:7])[CH:18]=1 |f:0.1|. Procedure: To a 0° C. solution of LDA (10.7 mL, 21.39 mmol) in THF (20 mL) was added 4-bromo-2-methylbenzoic acid (2 g, 9.3 mmol) in THF (5 mL). The mixture was stirred at 0° C. for 1 h, cooled to −70° C., and then MeI (2.3 mL, 37.20 mmol) was added dropwise. The mixture was allowed to warm up to 0° C., stirred for 3 h, then quenched with H2O, and the pH was adjusted to 1-2 with 3 N HCl. The mixture was then diluted with water and extracted with ethyl acetate. The combined organic layer was washed with bri... Reactants: C(C)(C)N (isopropyl amine), COC(C(=C)CC(=O)O)=O (itaconic acid methyl ester). Solvent: C(C)OCC (diethyl ether). Conditions: time 24 hour. Yields the product C(=O)(OC)C1CC(N(C1)C(C)C)=O (4-Carbomethoxy-1-isopropyl-pyrrolidone). Reaction SMILES: [CH:1]([NH2:4])([CH3:3])[CH3:2].[CH3:5][O:6][C:7](=[O:14])[C:8]([CH2:10][C:11](O)=[O:12])=[CH2:9]>C(OCC)C>[C:7]([CH:8]1[CH2:9][N:4]([CH:1]([CH3:3])[CH3:2])[C:11](=[O:12])[CH2:10]1)([O:6][CH3:5])=[O:14]. Reported procedure: In the course of 30 minutes, 59.1 g (1 mol) of isopropyl amine were added dropwise to 158 g (1 mol) of itaconic acid methyl ester in 120 ml of diethyl ether. When the slightly exothermic reaction had finished, the reaction mixture was allowed to stand for 24 hours at room temperature. Then the solvent was removed in vacuo and the residue was subjected to fractionated vacuum distillation. boiling point: 95-98° C/0.05 mm Hg; nD20 : 1.4680 The reactants are Cc1cnc(Nc2ccc(N3CCN(C)CC3)cc2)nc1Nc1cccc(S(=O)(=O)NC2CCN(C(=O)OC(C)(C)C)CC2)c1, ClCCl, O=C(O)C(F)(F)F. Yields the product Cc1cnc(Nc2ccc(N3CCN(C)CC3)cc2)nc1Nc1cccc(S(=O)(=O)NC2CCNCC2)c1. Reaction SMILES: [C:1]([O:2][C:3](=[O:4])[N:8]1[CH2:9][CH2:10][CH:11]([NH:14][S:15](=[O:16])(=[O:17])[c:18]2[cH:19][c:20]([NH:24][c:25]3[n:26][c:27]([NH:32][c:33]4[cH:34][cH:35][c:36]([N:39]5[CH2:40][CH2:41][N:42]([CH3:45])[CH2:43][CH2:44]5)[cH:37][cH:38]4)[n:28][cH:29][c:30]3[CH3:31])[cH:21][cH:22][cH:23]2)[CH2:12][CH2:13]1)([CH3:5])([CH3:6])[CH3:7].[Cl:53][CH2:54][Cl:55].[F:46][C:47]([F:48])([F:49])[C:50]([OH:51])=[O:52]>>[NH:8]1[CH2:9][CH2:10][CH:11]([NH:14][S:15](=[O:16])(=[O:17])[c:18]2[cH:19][c:20]([NH:24][c:25]3[n:26][c:27]([NH:32][c:33]4[cH:34][cH:35][c:36]([N:39]5[CH2:40][CH2:41][N:42]([CH3:45])[CH2:43][CH2:44]5)[cH:37][cH:38]4)[n:28][cH:29][c:30]3[CH3:31])[cH:21][cH:22][cH:23]2)[CH2:12][CH2:13]1. The reactants are CC(Cl)CN(CC(=O)OC(C)(C)C)Cc1ccccc1, C[Si](C)(C)[N-][Si](C)(C)C, [Cl-], [Li+], [NH4+], C1CCOC1, O. The product is CC1CN(Cc2ccccc2)C1C(=O)OC(C)(C)C. RXN SMILES: [C:1]([CH3:2])([CH3:3])([CH3:4])[O:5][C:6]([CH2:7][N:8]([CH2:9][CH:10]([CH3:11])[Cl:12])[CH2:13][c:14]1[cH:15][cH:16][cH:17][cH:18][cH:19]1)=[O:20].[CH3:21][Si:22]([CH3:23])([CH3:24])[N-:25][Si:26]([CH3:27])([CH3:28])[CH3:29].[Cl-:31].[Li+:30].[NH4+:32].[O:34]1[CH2:35][CH2:36][CH2:37][CH2:38]1.[OH2:33]>>[C:1]([CH3:2])([CH3:3])([CH3:4])[O:5][C:6]([CH:7]1[N:8]([CH2:13][c:14]2[cH:15][cH:16][cH:17][cH:18][cH:19]2)[CH2:9][CH:10]1[CH3:11])=[O:20].